Task: describe an organic reaction: reactants, conditions, products, and yield. Dataset: the Open Reaction Database (ORD), a public repository of structured organic reaction records Starting materials: CC(C)C[AlH]CC(C)C, Cc1ccccc1, COC(=O)c1c(C2CC2)nc2ccccc2c1-c1ccc(F)cc1. Product: OCc1c(C2CC2)nc2ccccc2c1-c1ccc(F)cc1. RXN SMILES: [CH3:25][CH:26]([CH2:27][AlH:28][CH2:29][CH:30]([CH3:31])[CH3:32])[CH3:33].[CH3:34][c:35]1[cH:36][cH:37][cH:38][cH:39][cH:40]1.[CH:1]1([c:4]2[n:5][c:6]3[cH:7][cH:8][cH:9][cH:10][c:11]3[c:12](-[c:18]3[cH:19][cH:20][c:21]([F:24])[cH:22][cH:23]3)[c:13]2[C:14](=[O:15])[O:16][CH3:17])[CH2:2][CH2:3]1>>[CH:1]1([c:4]2[n:5][c:6]3[cH:7][cH:8][cH:9][cH:10][c:11]3[c:12](-[c:18]3[cH:19][cH:20][c:21]([F:24])[cH:22][cH:23]3)[c:13]2[CH2:14][OH:15])[CH2:2][CH2:3]1. Starting materials: COC1=CC=C(C=C1)N (p-anisidine), Cl (HCl), C(C)OC(CC(=O)CCl)=O (ethylchloroacetoacetate), C(C)(=O)[O-].[Na+] (sodiumacetate), N(=O)[O-].[Na+] (sodium nitrite). Run in O (H2O), O (H2O), C(C)O (ethanol), O (H2O). Conditions: temperature -5 celsius, time 20 minute. Yields the product Cl\C(\C(=O)OCC)=N/NC1=CC=C(C=C1)OC (ethyl (2Z)-chloro[(4-methoxyphenyl)hydrazono]ethanoate). As a reaction SMILES: [CH3:1][O:2][C:3]1[CH:8]=[CH:7][C:6]([NH2:9])=[CH:5][CH:4]=1.[N:10]([O-])=O.[Na+].[CH2:14]([O:16][C:17](=[O:23])[CH2:18]C(CCl)=O)[CH3:15].C([O-])(=O)C.[Na+].[ClH:29]>O.C(O)C>[Cl:29]/[C:18](=[N:10]\[NH:9][C:6]1[CH:7]=[CH:8][C:3]([O:2][CH3:1])=[CH:4][CH:5]=1)/[C:17]([O:16][CH2:14][CH3:15])=[O:23] |f:1.2,4.5|. Reported procedure: To p-anisidine (16 g, 0.129 mol) in conc. HCl (40 mL) and 100 mL H2O, cooled to −5° C., was added sodium nitrite (9.4 g, 0.136 mol) in H2O (60 mL). The reaction mixture was stirred at −5° C. for 20 min and a mixture of ethylchloroacetoacetate (22 g, 0.133 mol), ethanol (100 mL), sodiumacetate (32 g, 0.389 mmol), and H2O (400 mL) was added. The reaction was allowed to warm up to room temperature and stirred for 2 h. The product precipitated as a black solid. It was filtered and dried (30 g). 1H N... Starting materials: ClC=1C=C(C#N)C=C(C1N1N=C2C(C(=NC=C2Cl)NC2=NC=NC(=C2)C)=C1)Cl (3,5-dichloro-4-[7-chloro-4-(6-methylpyrimidin-4-ylamino)pyrazolo[4,3-c]pyridin-2-yl]benzonitrile), BrC1=NC=C(C=2C1=CN(N2)C2=C(C=C(C=C2Cl)F)Cl)F (4-bromo-2-(2,6-dichloro-4-fluorophenyl)-7-fluoro-2H-pyrazolo[4,3-c]pyridine), CC1=CC(=NC=N1)N (6-methylpyrimidin-4-ylamine). The product is ClC1=C(C(=CC(=C1)F)Cl)N1N=C2C(C(=NC=C2F)NC2=NC=NC(=C2)C)=C1 ([2-(2,6-Dichloro-4-fluorophenyl)-7-fluoro-2H-pyrazolo[4,3-c]pyridin-4-yl]-(6-methylpyrimidin-4-yl)-amine). Isolated yield 36.0%. Reaction SMILES: ClC1C=C(C=C(Cl)C=1N1C=C2C([NH:19][C:20]3[CH:25]=[C:24]([CH3:26])[N:23]=[CH:22][N:21]=3)=NC=C(Cl)C2=N1)C#N.Br[C:30]1[C:35]2=[CH:36][N:37]([C:39]3[C:44]([Cl:45])=[CH:43][C:42]([F:46])=[CH:41][C:40]=3[Cl:47])[N:38]=[C:34]2[C:33]([F:48])=[CH:32][N:31]=1.CC1N=CN=C(N)C=1>>[Cl:47][C:40]1[CH:41]=[C:42]([F:46])[CH:43]=[C:44]([Cl:45])[C:39]=1[N:37]1[CH:36]=[C:35]2[C:30]([NH:19][C:20]3[CH:25]=[C:24]([CH3:26])[N:23]=[CH:22][N:21]=3)=[N:31][CH:32]=[C:33]([F:48])[C:34]2=[N:38]1. Reported procedure: Following the procedure described for 3,5-dichloro-4-[7-chloro-4-(6-methylpyrimidin-4-ylamino)pyrazolo[4,3-c]pyridin-2-yl]benzonitrile, 4-bromo-2-(2,6-dichloro-4-fluorophenyl)-7-fluoro-2H-pyrazolo[4,3-c]pyridine and 6-methylpyrimidin-4-ylamine were reacted to afford the title compound as a white solid (38 mg, 36% yield). 1H NMR (400 MHz, DMSO-d6): δ 10.72 (s, 1H), 9.26 (d, J=2.6 Hz, 1H), 8.69 (d, J=1.2 Hz, 1H), 8.36 (s, 1H), 7.98 (d, J=3.5 Hz, 1H), 7.96 (s, 1H), 7.94 (s, 1H), 2.44 (s, 3H). LCMS ... Reactants: COC1=CC2=C(N=C(N2)S)C=C1 (5-methoxy-2-benzimidazolethiol), BrCC(C(=O)OCC)=O (ethyl 3-bromopyruvate), CO (methanol). The solvent is CC(=O)C (acetone). The product is expected product, C(C)OC(C(CSC1=NC2=C(N1)C=CC(=C2)C)=O)=O (3-(5-Methyl-1H-benzoimidazol-2-ylsulfanyl)-2-oxo-propionic acid ethyl ester). Yield: 92.0%. RXN SMILES: CO[C:3]1[CH:12]=[CH:11][C:6]2[N:7]=[C:8]([SH:10])[NH:9][C:5]=2[CH:4]=1.Br[CH2:14][C:15](=[O:21])[C:16]([O:18][CH2:19][CH3:20])=[O:17].[CH3:22]O>CC(C)=O>[CH2:19]([O:18][C:16](=[O:17])[C:15](=[O:21])[CH2:14][S:10][C:8]1[NH:7][C:6]2[CH:11]=[CH:12][C:3]([CH3:22])=[CH:4][C:5]=2[N:9]=1)[CH3:20]. Procedure: A solution of 5-methoxy-2-benzimidazolethiol (200 mg, 1.11 mmol) and ethyl 3-bromopyruvate (0.20 mL, 1.43 mmol) in methanol (5 mL) and acetone (2 mL) was shaken at room temperature for 4 hours. The solvents were removed under the reduced pressure on a rotary evaporator. The residue was triturated with ethyl acetate. Solvent was decanted and the residue was dissolved in methylene chloride. The solution was washed with diluted aqueous sodium bicarbonate solution and water, and then dried over magn...